This data is from the Open Reaction Database (ORD), a public repository of structured organic reaction records. The task is: describe an organic reaction: reactants, conditions, products, and yield The reactants are CC1=CC(CCC1)=O (3-methylcyclohex-2-enone), [NH4+].[Cl-] (NH4Cl), C(C)[Mg]Br (ethylmagnesium bromide). The reagents and catalysts are [Cl-].[Cl-].C1(C=CC=C1)[Zr+2]C1C=CC=C1 (bis(cyclopentadienyl)zirconium dichloride), Cl[Ti](Cl)(Cl)Cl (TiCl4). The solvent is C1CCOC1 (THF), C1CCOC1 (THF), CCOCC (Et2O). Run at temperature -78 celsius, time 1 hour. The product is crude product, CC1=CC2(CC2)CCC1 (5-methylspiro[2.5]oct-4-ene). Isolated yield 44.0%. As a reaction SMILES: [CH2:1]([Mg]Br)[CH3:2].[CH3:5][C:6]1[CH2:11][CH2:10][CH2:9][C:8](=O)[CH:7]=1.[NH4+].[Cl-]>C1COCC1.CCOCC.[Cl-].[Cl-].C1([Zr+2]C2C=CC=C2)C=CC=C1.Cl[Ti](Cl)(Cl)Cl>[CH3:5][C:6]1[CH2:11][CH2:10][CH2:9][C:8]2([CH2:2][CH2:1]2)[CH:7]=1 |f:2.3,6.7.8|. Reported procedure: At −78° C., a of solution of bis(cyclopentadienyl)zirconium dichloride (18.68 g, 63.9 mmol) in THF (200 ml) was treated dropwise with a solution of 3M ethylmagnesium bromide in Et2O (42.5 ml). The resulting mixture was stirred for 1 h at −78° C., warmed to 0° C., stirred at 0° C. until the color of the solution turned red, and treated with a solution of 3-methylcyclohex-2-enone (7 g, 63.9 mmol) in THF (100 ml). After 3 h stirring at 20° C., the resulting mixture was concentrated. The residue was... The reactants are C(#N)N=C1SCCN1 (2-cyanoiminothiazolidine), O.NN (hydrazine monohydrate). Solvent: CO (methanol). Product: NC1=NC(=NN1)NCCSSCCNC1=NNC(=N1)N (bis{2-[N-(5-amino-1,2,4-triazol-3-yl)amino]ethyl}disulfide). As a reaction SMILES: [C:1]([N:3]=[C:4]1[NH:8][CH2:7][CH2:6][S:5]1)#[N:2].O.[NH2:10][NH2:11]>CO>[NH2:2][C:1]1[NH:11][N:10]=[C:4]([NH:8][CH2:7][CH2:6][S:5][S:5][CH2:6][CH2:7][NH:8][C:4]2[N:3]=[C:1]([NH2:2])[NH:11][N:10]=2)[N:3]=1 |f:1.2|. Reported procedure: To a mixture of 1.27 g of 2-cyanoiminothiazolidine well-known and 20 ml of methanol was added 0.3 ml of hydrazine monohydrate, and the mixture was stirred at room temperature for an hour. After the reaction, the solvent was evaporated under reduced pressure, and the residue was recrystallized from water to give 1.42 g of bis{2-[N-(5-amino-1,2,4-triazol-3-yl)amino]ethyl}disulfide (Compound 3). The reactants are Cc1ccccc1, CCN(C(C)C)C(C)C, O=P(Cl)(Cl)Cl, Oc1ncnn2cc(-c3cccnc3)cc12. The product is Clc1ncnn2cc(-c3cccnc3)cc12. As a reaction SMILES: [CH3:31][c:32]1[cH:33][cH:34][cH:35][cH:36][cH:37]1.[CH:22]([N:23]([CH2:24][CH3:25])[CH:26]([CH3:27])[CH3:28])([CH3:29])[CH3:30].[P:17]([Cl:18])([Cl:19])([Cl:20])=[O:21].[n:1]1[cH:2][c:3](-[c:7]2[cH:8][c:9]3[c:10]([OH:16])[n:11][cH:12][n:13][n:14]3[cH:15]2)[cH:4][cH:5][cH:6]1>>[n:1]1[cH:2][c:3](-[c:7]2[cH:8][c:9]3[c:10]([Cl:19])[n:11][cH:12][n:13][n:14]3[cH:15]2)[cH:4][cH:5][cH:6]1. The reactants are FC1=C(C=C(C=C1C)C=C(C(=O)OCC)C)C (Ethyl 3-(4-fluoro-3,5-dimethylphenyl)-2-methylacrylate). The reagents and catalysts are [Pd] (Pd). Run in CO (MeOH). Conditions: time 40 hour. Yields the product FC1=C(C=C(CC(C(=O)OCC)C)C=C1C)C (ethyl 2-(4-fluoro-3,5-dimethylbenzyl)propanoate). The yield is 88.0%. Reaction SMILES: [F:1][C:2]1[C:7]([CH3:8])=[CH:6][C:5]([CH:9]=[C:10]([CH3:16])[C:11]([O:13][CH2:14][CH3:15])=[O:12])=[CH:4][C:3]=1[CH3:17]>CO.[Pd]>[F:1][C:2]1[C:3]([CH3:17])=[CH:4][C:5]([CH2:9][CH:10]([CH3:16])[C:11]([O:13][CH2:14][CH3:15])=[O:12])=[CH:6][C:7]=1[CH3:8]. Procedure: To a solution of Ethyl 3-(4-fluoro-3,5-dimethylphenyl)-2-methylacrylate (0.190 g, 0.855 mmol) in 10 mL of MeOH, was added Pd (10 wt % on activated carbon, 0.038 g). After stirring at room temperature under H2 (1 atm) for 40 h, the reaction mixture was filtered through a pad of Celite and washed with MeOH. The filtrate was concentrated under reduced pressure. The crude product was used directly in the next step without further purification (0.138 g, 88% yield). LC-MS: tR=10.9 min; m/z 239 (M+H)+. Reactants: COC=1C=C2C(=CC1OC)C(=O)C(C2)CC3CCN(CC3)CC=4C=CC=CC4 (Donepezil), C(C)(C)OC(C)C (diisopropyl ether), Cl (hydrochloric acid). The solvent is C(Cl)(Cl)Cl (chloroform), O (water). Conditions: time 3 hour. The product is COC=1C=C2C(=CC1OC)C(=O)C(C2)CC3CCN(CC3)CC=4C=CC=CC4.O.Cl (donepezil hydrochloride monohydrate). Reaction SMILES: [CH3:1][O:2][C:3]1[CH:4]=[C:5]2[CH2:14][CH:13]([CH2:15][CH:16]3[CH2:21][CH2:20][N:19]([CH2:22][C:23]4[CH:24]=[CH:25][CH:26]=[CH:27][CH:28]=4)[CH2:18][CH2:17]3)[C:11](=[O:12])[C:6]2=[CH:7][C:8]=1[O:9][CH3:10].[ClH:29].C([O:33]C(C)C)(C)C>C(Cl)(Cl)Cl.O>[CH3:1][O:2][C:3]1[CH:4]=[C:5]2[CH2:14][CH:13]([CH2:15][CH:16]3[CH2:17][CH2:18][N:19]([CH2:22][C:23]4[CH:28]=[CH:27][CH:26]=[CH:25][CH:24]=4)[CH2:20][CH2:21]3)[C:11](=[O:12])[C:6]2=[CH:7][C:8]=1[O:9][CH3:10].[OH2:33].[ClH:29] |f:5.6.7|. Procedure details: Donepezil free base (4.0 gm) is dissolved in a mixture of chloroform (20 ml) and water (1 ml) at 25° C., conc. hydrochloric acid (1.4 ml) is added to the solution and stirred for 3 hours at 25° C. to 30° C. Then diisopropyl ether (100 ml) is added and precipitated solid is filtered off and dried to give 4.0 gm of donepezil hydrochloride monohydrate. The reactants are N1(C=NC=C1)CC(=O)C=1C=C(C=CC1)C1=C(SC(=C1)CC(C)C)S(=O)(=O)NC(C)(C)C (3-[3-(2-Imidazol-1-ylacetyl)phenyl]-5-iso-butyl-N-tert-butylthiophene-2-sulfonamide), B(Cl)(Cl)Cl (BCl3), C(=O)([O-])[O-].[Na+].[Na+] (Na2CO3), ClC(=O)OCCCC (butyl chloroformate). Run in C(Cl)Cl (CH2Cl2), O (water), C(Cl)Cl (CH2Cl2). Run at time 1 hour. The product is C(CCC)OC(=O)NS(=O)(=O)C=1SC(=CC1C1=CC(=CC=C1)C(CN1C=NC=C1)=O)CC(C)C (N-Butyloxycarbonyl-3-[3-(2-imidazol-1-ylacetyl)phenyl]-5-iso-butylthio-phene-2-sulfonamide). The yield is 32.0%. Reaction SMILES: [N:1]1([CH2:6][C:7]([C:9]2[CH:10]=[C:11]([C:15]3[CH:19]=[C:18]([CH2:20][CH:21]([CH3:23])[CH3:22])[S:17][C:16]=3[S:24]([NH:27]C(C)(C)C)(=[O:26])=[O:25])[CH:12]=[CH:13][CH:14]=2)=[O:8])[CH:5]=[CH:4][N:3]=[CH:2]1.B(Cl)(Cl)Cl.C([O-])([O-])=O.[Na+].[Na+].Cl[C:43]([O:45][CH2:46][CH2:47][CH2:48][CH3:49])=[O:44]>C(Cl)Cl.O>[CH2:46]([O:45][C:43]([NH:27][S:24]([C:16]1[S:17][C:18]([CH2:20][CH:21]([CH3:22])[CH3:23])=[CH:19][C:15]=1[C:11]1[CH:12]=[CH:13][CH:14]=[C:9]([C:7](=[O:8])[CH2:6][N:1]2[CH:5]=[CH:4][N:3]=[CH:2]2)[CH:10]=1)(=[O:26])=[O:25])=[O:44])[CH2:47][CH2:48][CH3:49] |f:2.3.4|. Procedure: To a solution of 3-[3-(2-imidazol-1-ylacetyl)phenyl]-5-iso-butyl-N-tert-butylthiophene-2-sulfonamide (50.5 mg, 0.110 mmol; see step (b)) in CH2Cl2 (1 mL) was added BCl3 (0.22 mL, 1.0 M in hexane) and the reaction mixture was stirred for 1 h at ambient temperature. The reaction mixture was concentrated in vacuo. CH2Cl2 (30 mL) was added to the residue and this was washed with water. The organic phase was dried (over anhydrous MgSO4) and concentrated in vacuo. To the crude product dissolved in CH2... Starting materials: BrCCCCCC (1-bromohexane), Cl.ClC=1C=CC2=C(NC=3N(N=CC3CN2C(=O)C2CCC(CC2)CNC(CCC2CCNCC2)=O)C)C1 (N-[4-(6-chloro-3-methyl-4,10-dihydro-3H-2,3,4,9-tetraaza-benzo[f]azulene-9-carbonyl)-cyclohexylmethyl]-3-piperidin-4-yl-propionamide hydrochloride). Run in CN(C)C=O (DMF), CN(C)C=O (DMF), C(C)N(CC)CC (triethylamine). Reaction conditions: time 20 hour. Yields the product ClC=1C=CC2=C(NC=3N(N=CC3CN2C(=O)C2CCC(CC2)CNC(CCC2CCN(CC2)CCCCCC)=O)C)C1 (N-[4-(6-Chloro-3-methyl-4,10-dihydro-3H-2,3,4,9-tetraaza-benzo[f]azulene-9-carbonyl)-cyclohexylmethyl]-3-(1-hexyl-piperidin-4-yl)-propionamide). Reaction SMILES: Br[CH2:2][CH2:3][CH2:4][CH2:5][CH2:6][CH3:7].Cl.[Cl:9][C:10]1[CH:11]=[CH:12][C:13]2[N:22]([C:23]([CH:25]3[CH2:30][CH2:29][CH:28]([CH2:31][NH:32][C:33](=[O:42])[CH2:34][CH2:35][CH:36]4[CH2:41][CH2:40][NH:39][CH2:38][CH2:37]4)[CH2:27][CH2:26]3)=[O:24])[CH2:21][C:20]3[CH:19]=[N:18][N:17]([CH3:43])[C:16]=3[NH:15][C:14]=2[CH:44]=1>CN(C=O)C.C(N(CC)CC)C>[Cl:9][C:10]1[CH:11]=[CH:12][C:13]2[N:22]([C:23]([CH:25]3[CH2:30][CH2:29][CH:28]([CH2:31][NH:32][C:33](=[O:42])[CH2:34][CH2:35][CH:36]4[CH2:37][CH2:38][N:39]([CH2:2][CH2:3][CH2:4][CH2:5][CH2:6][CH3:7])[CH2:40][CH2:41]4)[CH2:27][CH2:26]3)=[O:24])[CH2:21][C:20]3[CH:19]=[N:18][N:17]([CH3:43])[C:16]=3[NH:15][C:14]=2[CH:44]=1 |f:1.2|. Reported procedure: A solution of 1-bromohexane (0.83 mg, 0.005 mmol) in DMF (0.05 ml) was added to a solution of N-[4-(6-chloro-3-methyl-4,10-dihydro-3H-2,3,4,9-tetraaza-benzo[f]azulene-9-carbonyl)-cyclohexylmethyl]-3-piperidin-4-yl-propionamide hydrochloride (Compound number 237) (2.57 mg, 0.005 mmol) in DMF (0.05 ml) and triethylamine (0.0021 ml). The mixture was stirred for 20 h at room temperature then solvents were removed in vacuo to yield the title compound. (ESI)+: [M+H]+=597.6/599.6